This data is from the Open Reaction Database (ORD), a public repository of structured organic reaction records. The task is: describe an organic reaction: reactants, conditions, products, and yield Starting materials: C(C(=O)Cl)(=O)Cl (Oxalyl chloride), ClCC=1N=C(SC1)C1=CC=C(C(=O)O)C=C1 (4-[4-(chloromethyl)-1,3-thiazol-2-yl]benzoic acid), CN(C)C=O (DMF). The solvent is C(Cl)Cl (DCM). Run at time 8 hour. Yields the product ClCC=1N=C(SC1)C1=CC=C(C(=O)Cl)C=C1 (4-[4-(chloromethyl)-1,3-thiazol-2-yl]benzoyl chloride), crude product. RXN SMILES: [C:1](Cl)(=O)[C:2]([Cl:4])=[O:3].[Cl:7][CH2:8][C:9]1[N:10]=[C:11]([C:14]2[CH:22]=[CH:21]C(C(O)=O)=[CH:16][CH:15]=2)[S:12][CH:13]=1.CN(C=O)C>C(Cl)Cl>[Cl:7][CH2:8][C:9]1[N:10]=[C:11]([C:14]2[CH:22]=[CH:21][C:1]([C:2]([Cl:4])=[O:3])=[CH:16][CH:15]=2)[S:12][CH:13]=1. Procedure details: Oxalyl chloride (3.2 mL, 36.6 mmol, 5 eq.) was added dropwise to a suspension of 4-[4-(chloromethyl)-1,3-thiazol-2-yl]benzoic acid (1.86 g, 7.32 mmol, 1 eq.) in DCM (10 mL) followed by a catalytic amount of DMF at RT. The reaction mixture was allowed to stir at RT overnight and then evaporated to give the title compound as the crude product. The reactants are COc1ccc(CBr)c(C(F)(F)F)c1, C1CCOC1, C[Si](C)(C)[N-][Si](C)(C)C, CS(C)=O, O=C(Nc1cc[nH]n1)c1ccccc1F, [Li+]. Product: COc1ccc(Cn2ccc(NC(=O)c3ccccc3F)n2)c(C(F)(F)F)c1. RXN SMILES: [Br:26][CH2:27][c:28]1[c:29]([C:36]([F:37])([F:38])[F:39])[cH:30][c:31]([O:34][CH3:35])[cH:32][cH:33]1.[CH2:40]1[O:41][CH2:42][CH2:43][CH2:44]1.[CH3:1][Si:2]([N-:3][Si:4]([CH3:5])([CH3:6])[CH3:7])([CH3:8])[CH3:9].[CH3:45][S:46]([CH3:47])=[O:48].[F:11][c:12]1[c:13]([C:14](=[O:15])[NH:16][c:17]2[n:18][nH:19][cH:20][cH:21]2)[cH:22][cH:23][cH:24][cH:25]1.[Li+:10]>>[F:11][c:12]1[c:13]([C:14](=[O:15])[NH:16][c:17]2[n:18][n:19]([CH2:27][c:28]3[c:29]([C:36]([F:37])([F:38])[F:39])[cH:30][c:31]([O:34][CH3:35])[cH:32][cH:33]3)[cH:20][cH:21]2)[cH:22][cH:23][cH:24][cH:25]1. Starting materials: C(CC)(=O)C1=CC=C(C=C1)NC(C)=O (N-(4-propanoylphenyl)acetamide), water ice, [N+](=O)(O)[O-] (nitric acid). Reaction conditions: temperature -20 celsius. Product: [N+](=O)([O-])C1=C(C=CC(=C1)C(CC)=O)NC(C)=O (N-(2-nitro-4-propanoylphenyl)acetamide). Reaction SMILES: [C:1]([C:5]1[CH:10]=[CH:9][C:8]([NH:11][C:12](=[O:14])[CH3:13])=[CH:7][CH:6]=1)(=[O:4])[CH2:2][CH3:3].[N+:15]([O-])([OH:17])=[O:16]>>[N+:15]([C:7]1[CH:6]=[C:5]([C:1](=[O:4])[CH2:2][CH3:3])[CH:10]=[CH:9][C:8]=1[NH:11][C:12](=[O:14])[CH3:13])([O-:17])=[O:16]. Reported procedure: To 140 ml of nitric acid are added portionwise, while maintaining the temperature at −20° C., 37.8 g (198 mM) of N-(4-propanoylphenyl)acetamide. The reaction medium is then poured into a water/ice mixture. The solid that precipitates out is filtered off and washed with water to give, after drying, 37.6 g of N-(2-nitro-4-propanoylphenyl)acetamide in the form of a pale yellow solid. The reactants are NN (Hydrazine), CC1CN(CC(N1)C)C1=CC=C(C=C1)[N+](=O)[O-] (3,5-Dimethyl-1-(4-nitro-phenyl)-piperazine). The reagents and catalysts are [Ni] (Raney nickel). Run in CO (methanol), CO (methanol). Run at time 3 hour. Yields the product CC1CN(CC(N1)C)C1=CC=C(C=C1)N (4-(3,5-Dimethyl-piperazin-1-yl)-phenylamine). The yield is 86.7%. RXN SMILES: [CH3:1][CH:2]1[NH:7][CH:6]([CH3:8])[CH2:5][N:4]([C:9]2[CH:14]=[CH:13][C:12]([N+:15]([O-])=O)=[CH:11][CH:10]=2)[CH2:3]1.NN>CO.[Ni]>[CH3:8][CH:6]1[NH:7][CH:2]([CH3:1])[CH2:3][N:4]([C:9]2[CH:14]=[CH:13][C:12]([NH2:15])=[CH:11][CH:10]=2)[CH2:5]1. Procedure: 3,5-Dimethyl-1-(4-nitro-phenyl)-piperazine (1.40 g, 5.90 mmol) is dissolved in 20 ml of methanol with ˜1 g of Raney nickel suspension. Hydrazine (0.576 g, 14.9 mmol) is dissolved in 20 ml of methanol and added dropwise to the reaction mixture over 20 minutes. Mixture is stirred at room temperature for 3 hours. Mixture is filtered through celite and reduced on rotovap to afford the product as a black solid (1.05 g, 67%); 1H NMR (DMSO-d6) δ 0.94 (d, J=6.3 Hz, 6H), 1.93-2.00 (m, 2H), 2.65-2.85 (m, ...